Dataset: the Open Reaction Database (ORD), a public repository of structured organic reaction records. Task: describe an organic reaction: reactants, conditions, products, and yield The reactants are ClC1=NC(=CC(=N1)NC)COCC(F)(F)F (2-chloro-N-methyl-6-((2,2,2-trifluoroethoxy)methyl)pyrimidin-4-amine), COC=1C=C(N)C=CC1C1=CN=NC(=C1)C (3-methoxy-4-(6-methylpyridazin-4-yl)aniline), [Cs] (cesium), C1(CCCCC1)P(C1=C(C=CC=C1)C1=CC=CC=C1)C1CCCCC1 (2-(dicyclohexylphosphino)-biphenyl), ClC1=NC(=CC(=N1)NC)COCC(F)(F)F (2-Chloro-N-methyl-6-((2,2,2-trifluoroethoxy)methyl)pyrimidin-4-amine), C1(CCCCC1)P(C1=C(C=CC=C1)C1=CC=CC=C1)C1CCCCC1 (2-(dicyclohexylphosphino)biphenyl). The reagents and catalysts are C(C)(=O)[O-].[Pd+2].C(C)(=O)[O-] (palladium (II) acetate), C(C)(=O)[O-].[Pd+2].C(C)(=O)[O-] (palladium(II) acetate). The solvent is O1CCOCC1 (dioxane). Reaction conditions: temperature 120 celsius. Yields the product COC=1C=C(C=CC1C1=CN=NC(=C1)C)NC1=NC(=CC(=N1)NC)COCC(F)(F)F (N2-(3-Methoxy-4-(6-methylpyridazin-4-yl)phenyl)-N4-methyl-6-((2,2,2-trifluoroethoxy)-methyl)pyrimidine-2,4-diamine). Reaction SMILES: Cl[C:2]1[N:7]=[C:6]([NH:8][CH3:9])[CH:5]=[C:4]([CH2:10][O:11][CH2:12][C:13]([F:16])([F:15])[F:14])[N:3]=1.[CH3:17][O:18][C:19]1[CH:20]=[C:21]([CH:23]=[CH:24][C:25]=1[C:26]1[CH:31]=[C:30]([CH3:32])[N:29]=[N:28][CH:27]=1)[NH2:22].[Cs].C1(P(C2CCCCC2)C2C=CC=CC=2C2C=CC=CC=2)CCCCC1>O1CCOCC1.C([O-])(=O)C.[Pd+2].C([O-])(=O)C>[CH3:17][O:18][C:19]1[CH:20]=[C:21]([NH:22][C:2]2[N:7]=[C:6]([NH:8][CH3:9])[CH:5]=[C:4]([CH2:10][O:11][CH2:12][C:13]([F:16])([F:15])[F:14])[N:3]=2)[CH:23]=[CH:24][C:25]=1[C:26]1[CH:31]=[C:30]([CH3:32])[N:29]=[N:28][CH:27]=1 |f:5.6.7,^1:32|. Procedure details: A mixture of 2-chloro-N-methyl-6-((2,2,2-trifluoroethoxy)methyl)pyrimidin-4-amine (50 mg, 0.20 mmol), 3-methoxy-4-(6-methylpyridazin-4-yl)aniline (42 mg, 0.20 mmol), cesium rbonate (127 mg, 0.39 mmol), palladium (II) acetate (7 mg, 0.03 mmol) and 2-(dicyclohexylphosphino)-biphenyl (10 mg, 0.03 mmol) in dioxane (2 mL) was heated under argon at 120° C. for 90 minutes in a microwave reactor. 2-Chloro-N-methyl-6-((2,2,2-trifluoroethoxy)methyl)pyrimidin-4-amine (72 mg, 0.28 mmol, 1.4 eq), palladium(I... Reactants: FC(C(=O)O)(F)F (trifluoroacetic acid), C(C)OC(=O)C=1N(C2=CC=C(C=C2C1)O[Si](C)(C)C(C)(C)C)[C@@H](CNC(=O)OC(C)(C)C)C (1-((R)-2-tert-butoxycarbonylamino-1-methyl-ethyl)-5-(tert-butyl-dimethyl-silanyloxy)-1H-indole-2-carboxylic acid ethyl ester), C([O-])([O-])=O.[K+].[K+] (potassium carbonate). Run in O (water), C(C)(=O)OCC (ethyl acetate), ClCCl (dichloromethane). Run at temperature 0 celsius, time 6 hour. Yields the product OC1=CC=2C=C3N(C2C=C1)[C@@H](CNC3=O)C ((R)-8-Hydroxy-4-methyl-3,4-dihydro-2H-pyrazino[1,2-a]indol-1-one). Isolated yield 55.1%. RXN SMILES: C(OC([C:6]1[N:7]([C@H:23]([CH3:33])[CH2:24][NH:25][C:26](OC(C)(C)C)=[O:27])[C:8]2[C:13]([CH:14]=1)=[CH:12][C:11]([O:15][Si](C(C)(C)C)(C)C)=[CH:10][CH:9]=2)=O)C.FC(F)(F)C(O)=O.C(=O)([O-])[O-].[K+].[K+]>ClCCl.O.C(OCC)(=O)C>[OH:15][C:11]1[CH:10]=[CH:9][C:8]2[N:7]3[C@H:23]([CH3:33])[CH2:24][NH:25][C:26](=[O:27])[C:6]3=[CH:14][C:13]=2[CH:12]=1 |f:2.3.4|. Procedure details: The solution of 0.60 g (1.26 mmol) 1-((R)-2-tert-butoxycarbonylamino-1-methyl-ethyl)-5-(tert-butyl-dimethyl-silanyloxy)-1H-indole-2-carboxylic acid ethyl ester in 8 mL dichloromethane was cooled to 0° C. and 1.9 mL (2.8 g, 24.9 mmol) trifluoroacetic acid was added dropwise within 5 min. The cooling bath was removed and after 1.5 hours the volatile components were removed at a rotary evaporator. The residue was dissolved in methanol, cooled to 0° C. and 0.69 g (5.0 mmol) potassium carbonate was a... The reactants are CC(C)(C)OC(=O)N1CCC(C(=O)O)CC1, CCOC(=O)CC(=O)c1ccccn1. The product is CCOC(=O)CC(=O)C1CCN(C(=O)OC(C)(C)C)CC1. Reaction SMILES: [C:1](=[O:2])([O:3][C:4]([CH3:5])([CH3:6])[CH3:7])[N:8]1[CH2:9][CH2:10][CH:11]([C:14](=[O:15])[OH:16])[CH2:12][CH2:13]1.[O:17]=[C:18]([CH2:19][C:20](=[O:21])[O:22][CH2:23][CH3:24])[c:25]1[cH:26][cH:27][cH:28][cH:29][n:30]1>>[C:1](=[O:2])([O:3][C:4]([CH3:5])([CH3:6])[CH3:7])[N:8]1[CH2:9][CH2:10][CH:11]([C:14](=[O:16])[CH2:19][C:20](=[O:21])[O:22][CH2:23][CH3:24])[CH2:12][CH2:13]1. Reaction SMILES: Cl[CH2:2][CH2:3][O:4][C:5]([CH3:9])([CH3:8])[C:6]#[N:7].[NH2:10][OH:11].C(=O)([O-])[O-].[Na+].[Na+].[C:18]([C:24]([O:26][CH3:27])=[O:25])#[C:19][C:20]([O:22][CH3:23])=[O:21]>CO.O.C(OCC)(=O)C>[CH3:23][O:22][C:20](=[O:21])[CH2:19][C:18]1([C:24]([O:26][CH3:27])=[O:25])[O:11][N:10]2[C:6]([C:5]([CH3:9])([CH3:8])[O:4][CH2:3][CH2:2]2)=[N:7]1 |f:2.3.4|. Reported procedure: Alternate procedure. To a solution of 2-(2-chloroethoxy)-2-methylpropanenitrile (5.00 g, 33.87 mmol) in methanol (30 mL) was added at 20–22° C. a 50% aqueous solution of hydroxylamine (2.21 mL, 40.58 mmol). Sodium carbonate (1.44 g, 13.59 mmol) and finally water (5 mL) were added. The suspension was stirred at 20–25° C. for 18 h. The reaction mixture was heated at reflux (65–66° C.) for 3 h. The resulting solution was cooled to 20–25° C. The pH (7.5) required no adjustment. The mixture was coole... The product is COC(CC1(N=C2C(OCCN2O1)(C)C)C(=O)OC)=O (methyl 2-(2-methoxy-2-oxoethyl)-8,8-dimethyl-2,5,6,8-tetrahydro-[1,2,4]oxadiazolo[3,2-c][1,4]oxazine-2-carboxylate). The reactants are ClCCOC(C#N)(C)C (2-(2-chloroethoxy)-2-methylpropanenitrile), aqueous solution, NO (hydroxylamine), ( 7.5 ), C([O-])([O-])=O.[Na+].[Na+] (Sodium carbonate), C(#CC(=O)OC)C(=O)OC (dimethyl acetylenedicarboxylate), C(#CC(=O)OC)C(=O)OC (dimethyl acetylenedicarboxylate). Solvent: CO (methanol), O (water), O (water), C(C)(=O)OCC (Ethyl acetate). Reaction conditions: temperature -5 celsius, time 18 hour. Starting materials: OCC1=NC(=C(C#N)C(=C1)C)OC (6-(hydroxymethyl)-2-methoxy-4-methylnicotinonitrile), C1(C=2C(C(N1)=O)=CC=CC2)=O (phthalimide), C1(=CC=CC=C1)P(C1=CC=CC=C1)C1=CC=CC=C1 (triphenylphosphine), CC(C)OC(=O)/N=N/C(=O)OC(C)C (DIAD). Solvent: O1CCCC1 (Tetrahydrofuran), O1CCCC1 (THF). The product is COC1=C(C#N)C(=CC=N1)C (2-methoxy-4-methylnicotinonitrile). Isolated yield 81.9%. As a reaction SMILES: OC[C:3]1[CH:10]=[C:9]([CH3:11])[C:6]([C:7]#[N:8])=[C:5]([O:12][CH3:13])[N:4]=1.C1(=O)NC(=O)C2=CC=CC=C12.C1(P(C2C=CC=CC=2)C2C=CC=CC=2)C=CC=CC=1.CC(OC(/N=N/C(OC(C)C)=O)=O)C>O1CCCC1>[CH3:13][O:12][C:5]1[N:4]=[CH:3][CH:10]=[C:9]([CH3:11])[C:6]=1[C:7]#[N:8]. Procedure: To a stirred solution of 6-(hydroxymethyl)-2-methoxy-4-methylnicotinonitrile (1.50 g, 8.42 mmol), phthalimide (1.3 g, 8.84 mmol) and triphenylphosphine (2.3 g, 8.77 mmol) in Tetrahydrofuran (THF) (50 mL) at 0° C. in an ice bath was added dropwise DIAD (1.8 mL, 9.26 mmol). Within minutes a white suspension formed. Additional THF (˜50 mL) was added to allow stirring. The reaction was allowed to warm to RT and stirred for 3 h. LCMS showed that the reaction was complete. The reaction was evaporated ... Starting materials: FC(C=1C=C(C=C(C1)C(F)(F)F)[C@@H](C)O[C@@H]1[C@H]([C@@H](CC1)NCC(=O)N)C1=CC=CC=C1)(F)F (1-(S)-(1-(R)-(3,5-bis(trifluoromethyl)phenyl)ethoxy)-2-(S)-phenyl-3-(R)-(aminocarbonylmethylamino)cyclopentane), COC1=CC=C(C=C1)CN[C@@H]1[C@@H]([C@H](CC1)C(=O)OC)C1=CC=C(C=C1)F (methyl 3-(S)-((4-methoxyphenyl)methylamino)-2-(S)-(4-fluorophenyl)cyclopentane-1-(S)-carboxylate), FC(C=1C=C(C=C(C1)C(F)(F)F)C(C)N[C@@H]1[C@H]([C@@H](CC1)C(=O)OC)C1=CC=C(C=C1)F)(F)F (methyl 3-(S)-(1-(RS)-(3,5-bis(trifluoromethyl)phenyl)ethylamino)-2-(R)-(4-fluorophenyl)cyclopentane-1-(R)-carboxylate), 1-(S)-(1-(R)-(3,5-bis(trifluoromethyl)phenyl)ethoxy)-2-(S)-phenyl-3-(R)-(3-(5-oxo-1H,4H-1,2,4-triazolo)methylamino)cyclopentane, COC1=CC=C(C=C1)CN[C@H]1[C@@H]([C@H](CC1)C(=O)OC)C1=CC=C(C=C1)F (methyl 3-(R)-((4-methoxyphenyl)methylamino)-2-(S)-(4-fluorophenyl)cyclopentane-1-(S)-carboxylate), FC(C=1C=C(C=C(C1)C(F)(F)F)C(=O)N[C@@H]1[C@H]([C@@H](CC1)C(=O)OC)C1=CC=C(C=C1)F)(F)F (methyl 3-(S)-((3,5-bis(trifluoromethyl)phenyl)carbonylamino)-2-(R)-(4-fluorophenyl)cyclopentane-1-(R)-carboxylate), FC(C=1C=C(C=C(C1)C(F)(F)F)[C@@H](C)O[C@@H]1[C@H]([C@@H](CC1)N(C)[C@H]1CCC(N1)=O)C1=CC=CC=C1)(F)F (1-(S)-(1-(R)-(3,5-bis(trifluoromethyl)phenyl)ethoxy)-2-(S)-phenyl-3-(R)-(((S)-(2-pyrrolidon-5-yl))-methylamino)cyclopentane), FC(C=1C=C(C=C(C1)C(F)(F)F)C(=O)N(C)[C@@H]1[C@H]([C@@H](CC1)C(=O)OC)C1=CC=C(C=C1)F)(F)F (methyl 3-(S)-(N-((3,5-bis(trifluoromethyl)phenyl)carbonyl)-N-methylamino)-2-(R)-(4-fluorophenyl)cyclopentane-1-(R)-carboxylate), COC1=C(C=C(C=C1)N1N=NN=C1)CN[C@@H]1[C@@H]([C@H](CC1)C(=O)OC)C1=CC=C(C=C1)F (methyl 3-(S)-((2-methoxy-5-(1-tetrazolyl)phenyl)methylamino)-2-(S)-(4-fluorophenyl)cyclopentane-1-(S)-carboxylate), COC1=CC=C(C=C1)CN[C@H]1[C@H]([C@@H](CC1)C(=O)OC)C1=CC=C(C=C1)F (methyl 3-(R)-((4-methoxyphenyl)methylamino)-2-(R)-(4-fluorophenyl)cyclopentane-1-(R)-carboxylate), COC1=CC=C(C=C1)CN[C@@H]1[C@H]([C@@H](CC1)C(=O)OC)C1=CC=C(C=C1)F (methyl 3-(S)-((4-methoxyphenyl)methylamino)-2-(R)-(4-fluorophenyl)cyclopentane-1-(R)-carboxylate), COC1=C(C=C(C=C1)N1N=NN=C1)CN[C@@H]1[C@H]([C@@H](CC1)C(=O)OC)C1=CC=C(C=C1)F (methyl 3-(S)-((2-methoxy-5-(1-tetrazolyl)phenyl)methylamino)-2-(R)-(4-fluorophenyl)cyclopentane-1-(R)-carboxylate). Product: FC(C=1C=C(C=C(C1)C(F)(F)F)[C@H](C)O[C@H]1[C@@H]([C@H](CC1)NCC(=O)N)C1=CC=CC=C1)(F)F (1-(R)-(1-(S)-(3,5-bis(trifluoromethyl)phenyl)ethoxy)-2-(R)-phenyl-3-(S)-(aminocarbonylmethylamino)cyclopentane). RXN SMILES: [F:1][C:2]([F:33])([F:32])[C:3]1[CH:4]=[C:5]([C@H:13]([O:15][C@H:16]2[CH2:20][CH2:19][C@@H:18]([NH:21][CH2:22][C:23]([NH2:25])=[O:24])[C@@H:17]2[C:26]2[CH:31]=[CH:30][CH:29]=[CH:28][CH:27]=2)[CH3:14])[CH:6]=[C:7]([C:9]([F:12])([F:11])[F:10])[CH:8]=1.COC1C=CC(CN[C@@H]2CC[C@@H](C(OC)=O)[C@@H]2C2C=CC(F)=CC=2)=CC=1.COC1C=CC(CN[C@H]2CC[C@@H](C(OC)=O)[C@@H]2C2C=CC(F)=CC=2)=CC=1.COC1C=CC(CN[C@H]2CC[C@H](C(OC)=O)[C@H]2C2C=CC(F)=CC=2)=CC=1.COC1C=CC(CN[C@@H]2CC[C@H](C(OC)=O)[C@H]2C2C=CC(F)=CC=2)=CC=1.COC1C=CC(N2C=NN=N2)=CC=1CN[C@H]1CC[C@@H](C(OC)=O)[C@@H]1C1C=CC(F)=CC=1.COC1C=CC(N2C=NN=N2)=CC=1CN[C@H]1CC[C@H](C(OC)=O)[C@H]1C1C=CC(F)=CC=1.FC(F)(F)C1C=C(C(N[C@H]2CC[C@@H](C(OC)=O)[C@@H]2C2C=CC(F)=CC=2)=O)C=C(C(F)(F)F)C=1.FC(F)(F)C1C=C(C(N([C@H]2CC[C@@H](C(OC)=O)[C@@H]2C2C=CC(F)=CC=2)C)=O)C=C(C(F)(F)F)C=1.FC(F)(F)C1C=C(C(N[C@H]2CC[C@@H](C(OC)=O)[C@@H]2C2C=CC(F)=CC=2)C)C=C(C(F)(F)F)C=1.FC(F)(F)C1C=C([C@H](O[C@H]2CC[C@@H](N([C@@H]3NC(=O)CC3)C)[C@@H]2C2C=CC=CC=2)C)C=C(C(F)(F)F)C=1>>[F:1][C:2]([F:32])([F:33])[C:3]1[CH:4]=[C:5]([C@@H:13]([O:15][C@@H:16]2[CH2:20][CH2:19][C@H:18]([NH:21][CH2:22][C:23]([NH2:25])=[O:24])[C@H:17]2[C:26]2[CH:31]=[CH:30][CH:29]=[CH:28][CH:27]=2)[CH3:14])[CH:6]=[C:7]([C:9]([F:10])([F:12])[F:11])[CH:8]=1. Procedure details: ##STR10## 1-(S)-(1-(R)-(3,5-bis(trifluoromethyl)phenyl)ethoxy)-2-(S)-phenyl-3-(R)-(aminocarbonylmethylamino)cyclopentane; ##STR11## methyl 3-(R)-((4-methoxyphenyl)methylamino)-2-(R)-(4-fluorophenyl)cyclopentane-1-(R)-carboxylate; ##STR12## methyl 3-(S)-((4-methoxyphenyl)methylamino)-2-(R)-(4-fluorophenyl)cyclopentane-1-(R)-carboxylate; ##STR13## methyl 3-(S)-((4-methoxyphenyl)methylamino)-2-(S)-(4-fluorophenyl)cyclopentane-1-(S)-carboxylate; ##STR14## methyl 3-(R)-((4-methoxyphenyl)methylamino)-...